Dataset: the Open Reaction Database (ORD), a public repository of structured organic reaction records. Task: describe an organic reaction: reactants, conditions, products, and yield The reactants are C(=N)(N)NN.Cl (aminoguanidine hydrochloride), Cl (hydrochloric acid), O (water), ClC=1SC(=CC1C1CC(C=2C(=CC=NC2C1)C)=O)Cl ((−)-7-(2,5-dichlorothiophen-3-yl)-4-methyl-5,6,7,8-tetrahydroquinolin-5-one). Solvent: C(C)O (ethanol). Yields the product Cl.ClC=1SC(=CC1C1CC(C=2C(=CC=NC2C1)C)=NNC(=N)N)Cl ((−)-7-(2,5-dichlorothiophen-3-yl)-5-guanidinoimino-4-methyl-5,6,7,8-tetrahydroquinoline hydrochloride). Isolated yield 207.2%. Reaction SMILES: [Cl:1][C:2]1[S:3][C:4]([Cl:19])=[CH:5][C:6]=1[CH:7]1[CH2:16][C:15]2[N:14]=[CH:13][CH:12]=[C:11]([CH3:17])[C:10]=2[C:9](=O)[CH2:8]1.[C:20]([NH:23][NH2:24])([NH2:22])=[NH:21].Cl.Cl.O>C(O)C>[ClH:1].[Cl:1][C:2]1[S:3][C:4]([Cl:19])=[CH:5][C:6]=1[CH:7]1[CH2:16][C:15]2[N:14]=[CH:13][CH:12]=[C:11]([CH3:17])[C:10]=2[C:9](=[N:24][NH:23][C:20]([NH2:22])=[NH:21])[CH2:8]1 |f:1.2,6.7|. Procedure: In ethanol (10 ml) was dissolved (−)-7-(2,5-dichlorothiophen-3-yl)-4-methyl-5,6,7,8-tetrahydroquinolin-5-one (0.35 g), and to the mixture were added aminoguanidine hydrochloride (0.15 g), concentrated hydrochloric acid (0.28 ml) and water (0.28 ml). The mixture was refluxed for 4 hours, and under reduced pressure, the solvent was evaporated. The residue was dissolved in water, and the mixture was washed with ethyl acetate and concentrated under reduced pressure. The residue was heated in a littl... Starting materials: ClCCl, O=[Cr](=O)([O-])Cl, OCCCCCc1ccccc1, c1cc[nH+]cc1. Product: O=CCCCCc1ccccc1. As a reaction SMILES: [CH2:24]([Cl:25])[Cl:26].[O:13]=[Cr:14]([Cl:15])([O-:16])=[O:17].[c:1]1([CH2:7][CH2:8][CH2:9][CH2:10][CH2:11][OH:12])[cH:2][cH:3][cH:4][cH:5][cH:6]1.[nH+:18]1[cH:19][cH:20][cH:21][cH:22][cH:23]1>>[c:1]1([CH2:7][CH2:8][CH2:9][CH2:10][CH:11]=[O:12])[cH:2][cH:3][cH:4][cH:5][cH:6]1.